Dataset: the Open Reaction Database (ORD), a public repository of structured organic reaction records. Task: describe an organic reaction: reactants, conditions, products, and yield The reactants are Cl.NCCC1=CC=C(C=C1)C(C(=O)O)CC (2-[4-(2-Aminoethyl)-phenyl]-butyric acid hydrochloride), [OH-].[Na+] (sodium hydroxide), ClC=1C=CC(=C(C(=O)Cl)C1)OC (5-chloro-2-methoxybenzoyl chloride). Solvent: CC(=O)C (acetone), CC(=O)C (acetone). Run at temperature 50 celsius, time 2 hour. Yields the product ClC=1C=CC(=C(C(=O)NCCC2=CC=C(C=C2)C(C(=O)O)CC)C1)OC (2-{4-[2-(5-chloro-2-methoxybenzamido)-ethyl]-phenyl}-butyric acid). As a reaction SMILES: Cl.[NH2:2][CH2:3][CH2:4][C:5]1[CH:10]=[CH:9][C:8]([CH:11]([CH2:15][CH3:16])[C:12]([OH:14])=[O:13])=[CH:7][CH:6]=1.[OH-].[Na+].[Cl:19][C:20]1[CH:21]=[CH:22][C:23]([O:29][CH3:30])=[C:24]([CH:28]=1)[C:25](Cl)=[O:26]>CC(C)=O>[Cl:19][C:20]1[CH:21]=[CH:22][C:23]([O:29][CH3:30])=[C:24]([CH:28]=1)[C:25]([NH:2][CH2:3][CH2:4][C:5]1[CH:10]=[CH:9][C:8]([CH:11]([CH2:15][CH3:16])[C:12]([OH:14])=[O:13])=[CH:7][CH:6]=1)=[O:26] |f:0.1,2.3|. Procedure: 6.2 g 2-[4-(2-Aminoethyl)-phenyl]-butyric acid hydrochloride are suspended in 100 ml acetone. After the addition of 50 ml 2 N aqueous sodium hydroxide solution, a solution of 4.8 g 5-chloro-2-methoxybenzoyl chloride in 50 ml acetone is added dropwise thereto at ambient temperature and the reaction mixture then stirred for 2 hours at 50° C. After cooling, the reaction mixture is evaporated in a vacuum and the aqueous solution acidified with dilute hydrochloric acid. The 2-{4-[2-(5-chloro-2-methox... Reactants: BrC=1C=C(C(=CC1)OC)OC (4-Bromoveratrole), Cl (hydrochloric acid), B(Br)(Br)Br (Boron tribromide), [OH-].[Na+] (NaOH). Run in C(Cl)Cl (CH2Cl2), O (water). Conditions: temperature 0 celsius. The product is OC=1C=C(C=CC1O)Br (3,4-dihydroxybromobenzene). Yield: 92.0%. RXN SMILES: [Br:1][C:2]1[CH:3]=[C:4]([O:10]C)[C:5]([O:8]C)=[CH:6][CH:7]=1.B(Br)(Br)Br.[OH-].[Na+].Cl>C(Cl)Cl.O>[OH:10][C:4]1[CH:3]=[C:2]([Br:1])[CH:7]=[CH:6][C:5]=1[OH:8] |f:2.3|. Procedure details: 4-Bromoveratrole (30 g, 0.138 mol) was placed in a three-neck reaction flask and cooled in an ice bath. Boron tribromide, as described Bhatt et al., Synthesis, 249, (1968) the description of which is incorporated by reference herein, (1.0M in CH2Cl2, 0.2 mol) was slowly introduced through a dropping funnel. After the addition was complete, the reaction mixture was refluxed overnight (20 h). The solution was chilled to 0° C. and water was added slowly. The residue was hydrolyzed with a minimum am... Starting materials: BrCC1=C(N=C(S1)C1=CC=CC=C1)C1=CC=C(C=C1)Cl (5-(bromomethyl)-4-(4-chlorophenyl)-2-phenylthiazole), Cl (hydrochloric acid), [OH-].[Na+] (sodium hydroxide), C(CC(=O)[O-])(=O)OCC (ethyl malonate), [H-].[Na+] (sodium hydride). Solvent: CN(C=O)C (N,N-dimethylformamide), C(C)O (ethanol), O (water), CN(C=O)C (N,N-dimethylformamide), N1=CC=CC=C1 (pyridine). Reaction conditions: temperature 0 celsius, time 30 minute. Product: ClC1=CC=C(C=C1)C=1N=C(SC1CCC(=O)O)C1=CC=CC=C1 (3-[4-(4-chlorophenyl)-2-phenyl-5-thiazolyl]propionic acid). Yield: 75.7%. RXN SMILES: [C:1]([O:7]CC)(=[O:6])[CH2:2][C:3]([O-])=O.[H-].[Na+].BrC[C:14]1[S:18][C:17]([C:19]2[CH:24]=[CH:23][CH:22]=[CH:21][CH:20]=2)=[N:16][C:15]=1[C:25]1[CH:30]=[CH:29][C:28]([Cl:31])=[CH:27][CH:26]=1.Cl.[OH-].[Na+]>CN(C)C=O.C(O)C.N1C=CC=CC=1.O>[Cl:31][C:28]1[CH:27]=[CH:26][C:25]([C:15]2[N:16]=[C:17]([C:19]3[CH:24]=[CH:23][CH:22]=[CH:21][CH:20]=3)[S:18][C:14]=2[CH2:3][CH2:2][C:1]([OH:7])=[O:6])=[CH:30][CH:29]=1 |f:1.2,5.6|. Procedure: To a solution of ethyl malonate (17.5 g) in N,N-dimethylformamide (50 mL) was added sodium hydride (4.38 g) and the mixture was stirred at 0° C. for 30 min, after which a solution of 5-(bromomethyl)-4-(4-chlorophenyl)-2-phenylthiazole (8.0 g) in N,N-dimethylformamide (200 mL) was added at 0° C. The mixture was stirred at 0° C. for 2 hrs. and poured into dilute hydrochloric acid. The mixture was extracted with ethyl acetate and the organic layer was washed with water, dried over anhydrous magnesi... Reactants: C[O-].[Na+] (sodium methylate), C(C)(=O)O[C@H]1[C@@H]([C@@H](O[C@@H]1COC(C)=O)N1C=NC(=C1N=CN(C)C)C(CN=[N+]=[N-])=O)F (1-(3,5-di-O-acetyl-2-deoxy-2-fluoro-β-D-arabinofuranosyl)-4-azidoacetyl-5-(dimethylaminomethyleneamino)imidazole), ( 6 ), C(C(=O)[O-])C(CC(=O)[O-])(C(=O)[O-])O.C(C(=O)[O-])C(CC(=O)[O-])(C(=O)[O-])O.O.[Na+].[Na+].[Na+].[K+].[K+].[K+] (CG-120). The solvent is CO (methanol), CO (methanol). The product is N(=[N+]=[N-])CC(=O)C=1N=CN(C1N=CN(C)C)[C@H]1[C@H]([C@H](O)[C@H](O1)CO)F (4-azidoacetyl-1-(2-deoxy-2-fluoro-β-D-arabinofuranosyl)-5-(dimethylaminomethyleneamino)imidazole). Yield: 76.7%. As a reaction SMILES: C([O:4][C@@H:5]1[C@@H:9]([CH2:10][O:11]C(=O)C)[O:8][C@@H:7]([N:15]2[C:19]([N:20]=[CH:21][N:22]([CH3:24])[CH3:23])=[C:18]([C:25](=[O:30])[CH2:26][N:27]=[N+:28]=[N-:29])[N:17]=[CH:16]2)[C@H:6]1[F:31])(=O)C.C[O-].[Na+].C(C(O)(C([O-])=O)CC([O-])=O)C([O-])=O.C(C(O)(C([O-])=O)CC([O-])=O)C([O-])=O.O.[Na+].[Na+].[Na+].[K+].[K+].[K+]>CO>[N:27]([CH2:26][C:25]([C:18]1[N:17]=[CH:16][N:15]([C@@H:7]2[O:8][C@H:9]([CH2:10][OH:11])[C@@H:5]([OH:4])[C@@H:6]2[F:31])[C:19]=1[N:20]=[CH:21][N:22]([CH3:24])[CH3:23])=[O:30])=[N+:28]=[N-:29] |f:1.2,3.4.5.6.7.8.9.10.11|. Procedure: Compound (39) (50 mg) obtained in item (6) above was dissolved in methanol (2 ml), to which was then added a 0.2M sodium methylate solution (0.2 ml) in methanol. The mixture obtained was allowed to undergo the reaction at room temperature for 20 minutes. The resulting reaction solution was neutralized with addition of ion-exchange resin, Amberlite CG-120 (H+ form) (100-200 mesh) and filtered, and the filtrate was concentrated. The solid residue obtained was washed with diethylether to give the t... The solvent is C1CCOC1 (THF). As a reaction SMILES: [CH3:1][C:2]1[CH:3]=[C:4]([CH:8]=[CH:9][C:10]=1[N:11]1[CH2:17][CH2:16][CH2:15][N:14]([CH3:18])[CH2:13][CH2:12]1)[C:5](Cl)=[O:6].[Cl:19][C:20]1[CH:31]=[CH:30][C:23]2[NH:24][C:25]([C@@H:27]([NH2:29])[CH3:28])=[N:26][C:22]=2[CH:21]=1>C1COCC1>[Cl:19][C:20]1[CH:31]=[CH:30][C:23]2[NH:24][C:25]([C@@H:27]([NH:29][C:5](=[O:6])[C:4]3[CH:8]=[CH:9][C:10]([N:11]4[CH2:17][CH2:16][CH2:15][N:14]([CH3:18])[CH2:13][CH2:12]4)=[C:2]([CH3:1])[CH:3]=3)[CH3:28])=[N:26][C:22]=2[CH:21]=1. Starting materials: CC=1C=C(C(=O)Cl)C=CC1N1CCN(CCC1)C (3-methyl-4-(4-N-methyl-[1,4]diazepan-1-yl)-benzoic acid chloride), TEA, ClC1=CC2=C(NC(=N2)[C@H](C)N)C=C1 ((1S)-1-(5-chloro-1H-benzimidazol-2-yl)-ethylamine). The product is ClC1=CC2=C(NC(=N2)[C@H](C)NC(C2=CC(=C(C=C2)N2CCN(CCC2)C)C)=O)C=C1 (N-[(1S)-1-(5-chloro-1H-benzimidazol-2-yl)-ethyl]-3-methyl-4-(4-N-methyl-[1,4]diazepan-1-yl)-benzamide). Procedure: 489 mg (1.61 mmol) 3-methyl-4-(4-N-methyl-[1,4]diazepan-1-yl)-benzoic acid chloride are placed together with 400 mg (3.96 mmol) TEA in 10 ml THF at ambient temperature and a solution of 433 mg (1.61 mmol) (1S)-1-(5-chloro-1H-benzimidazol-2-yl)-ethylamine is added dropwise with stirring. After 16 hours stirring at ambient temperature the mixture is evaporated down i. vac., the residue is combined with water and extracted with ethyl acetate. The combined organic phases are washed with sat. sodium ... Reactants: Clc1ccc2ccc(CBr)cc2n1, CC(C)(C)OC(=O)NC1CCNC1=O. The product is CC(C)(C)OC(=O)NC1CCN(Cc2ccc3ccc(Cl)nc3c2)C1=O. As a reaction SMILES: [Br:15][CH2:16][c:17]1[cH:18][cH:19][c:20]2[cH:21][cH:22][c:23]([Cl:27])[n:24][c:25]2[cH:26]1.[C:1]([CH3:2])([CH3:3])([CH3:4])[O:5][C:6]([NH:7][CH:8]1[C:9](=[O:13])[NH:10][CH2:11][CH2:12]1)=[O:14]>>[C:1]([CH3:2])([CH3:3])([CH3:4])[O:5][C:6]([NH:7][CH:8]1[C:9](=[O:13])[N:10]([CH2:16][c:17]2[cH:18][cH:19][c:20]3[cH:21][cH:22][c:23]([Cl:27])[n:24][c:25]3[cH:26]2)[CH2:11][CH2:12]1)=[O:14]. The reactants are C, CC(C)(C)C(C(=O)N1CCC(N2Cc3cnc(CO[Si](C)(C)C(C)(C)C)n3C2=O)CC1)N(Cc1ccccc1)C(=O)[O-], CO, [Pd]. Product: CC(C)(C)C(N)C(=O)N1CCC(N2Cc3cnc(CO[Si](C)(C)C(C)(C)C)n3C2=O)CC1. As a reaction SMILES: [C:45].[CH2:1]([c:5]1[cH:6][cH:7][cH:9][cH:10][cH:11]1)[N:8]([C:2](=[O:3])[O-:4])[CH:12]([C:13]([CH3:14])([CH3:15])[CH3:16])[C:17](=[O:18])[N:19]1[CH2:20][CH2:21][CH:22]([N:25]2[C:26](=[O:42])[n:27]3[c:28]([cH:30][n:31][c:32]3[CH2:33][O:34][Si:35]([CH3:36])([CH3:37])[C:38]([CH3:39])([CH3:40])[CH3:41])[CH2:29]2)[CH2:23][CH2:24]1.[CH3:43][OH:44].[Pd:46]>>[NH2:8][CH:12]([C:13]([CH3:14])([CH3:15])[CH3:16])[C:17](=[O:18])[N:19]1[CH2:20][CH2:21][CH:22]([N:25]2[C:26](=[O:42])[n:27]3[c:28]([cH:30][n:31][c:32]3[CH2:33][O:34][Si:35]([CH3:36])([CH3:37])[C:38]([CH3:39])([CH3:40])[CH3:41])[CH2:29]2)[CH2:23][CH2:24]1.